This data is from the Open Reaction Database (ORD), a public repository of structured organic reaction records. The task is: describe an organic reaction: reactants, conditions, products, and yield The reactants are CS(=O)(=O)OCc1cc2ncc(C(F)(F)F)cc2s1, N#Cc1ccccc1N1CCNCC1. The product is N#Cc1ccccc1N1CCN(Cc2cc3ncc(C(F)(F)F)cc3s2)CC1. Reaction SMILES: [CH3:1][S:2]([O:3][CH2:6][c:7]1[cH:8][c:9]2[n:10][cH:11][c:12]([C:16]([F:17])([F:18])[F:19])[cH:13][c:14]2[s:15]1)(=[O:4])=[O:5].[N:20]1([c:26]2[c:27]([C:28]#[N:29])[cH:30][cH:31][cH:32][cH:33]2)[CH2:21][CH2:22][NH:23][CH2:24][CH2:25]1>>[CH2:6]([c:7]1[cH:8][c:9]2[n:10][cH:11][c:12]([C:16]([F:17])([F:18])[F:19])[cH:13][c:14]2[s:15]1)[N:23]1[CH2:22][CH2:21][N:20]([c:26]2[c:27]([C:28]#[N:29])[cH:30][cH:31][cH:32][cH:33]2)[CH2:25][CH2:24]1.